Dataset: the Open Reaction Database (ORD), a public repository of structured organic reaction records. Task: describe an organic reaction: reactants, conditions, products, and yield Product: Cc1cc(CN)cc2[nH]c(-c3c(NCC(O)c4cccc(Cl)c4)cc[nH]c3=O)nc12. Reactants: B, C1CCOC1, Cc1cc(C(N)=O)cc2[nH]c(-c3c(NCC(O)c4cccc(Cl)c4)cc[nH]c3=O)nc12, C1CCOC1. Reaction SMILES: [BH3:37].[CH2:38]1[O:39][CH2:40][CH2:41][CH2:42]1.[Cl:1][c:2]1[cH:3][c:4]([CH:8]([CH2:9][NH:10][c:11]2[c:12](-[c:18]3[nH:19][c:20]4[c:21]([n:22]3)[c:23]([CH3:30])[cH:24][c:25]([C:27](=[O:28])[NH2:29])[cH:26]4)[c:13](=[O:17])[nH:14][cH:15][cH:16]2)[OH:31])[cH:5][cH:6][cH:7]1.[O:32]1[CH2:33][CH2:34][CH2:35][CH2:36]1>>[Cl:1][c:2]1[cH:3][c:4]([CH:8]([CH2:9][NH:10][c:11]2[c:12](-[c:18]3[nH:19][c:20]4[c:21]([n:22]3)[c:23]([CH3:30])[cH:24][c:25]([CH2:27][NH2:29])[cH:26]4)[c:13](=[O:17])[nH:14][cH:15][cH:16]2)[OH:31])[cH:5][cH:6][cH:7]1. Starting materials: O=C(O)C(F)(F)F, O=C(O)CNc1nc(-c2ccc(F)cc2)cs1, Nc1nccs1. Yields the product O=C(O)C(F)(F)F, O=C(CNc1nc(-c2ccc(F)cc2)cs1)Nc1nccs1. RXN SMILES: [F:1][C:2]([C:3](=[O:4])[OH:5])([F:6])[F:7].[F:8][c:9]1[cH:10][cH:11][c:12](-[c:15]2[n:16][c:17]([NH:20][CH2:21][C:22](=[O:23])[OH:24])[s:18][cH:19]2)[cH:13][cH:14]1.[NH2:25][c:26]1[s:27][cH:28][cH:29][n:30]1>>[F:1][C:2]([C:3](=[O:4])[OH:5])([F:6])[F:7].[F:8][c:9]1[cH:10][cH:11][c:12](-[c:15]2[n:16][c:17]([NH:20][CH2:21][C:22](=[O:24])[NH:25][c:26]3[s:27][cH:28][cH:29][n:30]3)[s:18][cH:19]2)[cH:13][cH:14]1. Starting materials: COC(=O)C1=CC=C(CN(C(CCCCCBr)=O)C2=CC=C(C=C2)C(=O)OC)C=C1 (6-bromohexanoic acid-N-(4-methoxycarbonylbenzyl)-N-(4-methoxycarbonylphenyl)-amide), C(CCCCCCCCC)OC=1C=C(C=C(C1)OCCCCCCCCCC)O (3,5-didecyloxyphenol), C(=O)([O-])[O-].[K+].[K+] (K2CO3), compound 20a. Solvent: C1(CCCCC1)=O (cyclohexanone). The product is COC(=O)C1=CC=C(CN(C(CCCCCOC2=CC(=CC(=C2)OCCCCCCCCCC)OCCCCCCCCCC)=O)C2=CC=C(C=C2)C(=O)OC)C=C1 (6-(3,5-Didecyloxyphenoxy)hexanoic acid-N-(4-methoxycarbonylbenzyl)-N-(4-methoxycarbonylphenyl)amide). Isolated yield 84.7%. As a reaction SMILES: [CH3:1][O:2][C:3]([C:5]1[CH:30]=[CH:29][C:8]([CH2:9][N:10]([C:19]2[CH:24]=[CH:23][C:22]([C:25]([O:27][CH3:28])=[O:26])=[CH:21][CH:20]=2)[C:11](=[O:18])[CH2:12][CH2:13][CH2:14][CH2:15][CH2:16]Br)=[CH:7][CH:6]=1)=[O:4].[CH2:31]([O:41][C:42]1[CH:43]=[C:44]([OH:59])[CH:45]=[C:46]([O:48][CH2:49][CH2:50][CH2:51][CH2:52][CH2:53][CH2:54][CH2:55][CH2:56][CH2:57][CH3:58])[CH:47]=1)[CH2:32][CH2:33][CH2:34][CH2:35][CH2:36][CH2:37][CH2:38][CH2:39][CH3:40].C([O-])([O-])=O.[K+].[K+]>C1(=O)CCCCC1>[CH3:1][O:2][C:3]([C:5]1[CH:30]=[CH:29][C:8]([CH2:9][N:10]([C:19]2[CH:24]=[CH:23][C:22]([C:25]([O:27][CH3:28])=[O:26])=[CH:21][CH:20]=2)[C:11](=[O:18])[CH2:12][CH2:13][CH2:14][CH2:15][CH2:16][O:59][C:44]2[CH:45]=[C:46]([O:48][CH2:49][CH2:50][CH2:51][CH2:52][CH2:53][CH2:54][CH2:55][CH2:56][CH2:57][CH3:58])[CH:47]=[C:42]([O:41][CH2:31][CH2:32][CH2:33][CH2:34][CH2:35][CH2:36][CH2:37][CH2:38][CH2:39][CH3:40])[CH:43]=2)=[CH:7][CH:6]=1)=[O:4] |f:2.3.4|. Procedure details: A mixture of compound 19b (540 mg, 1.13 mmol), phenol 9 (461 mg, 1.13 mmol), K2CO3 (392 mg, 2.83 mmol), and a catalytic amount of KI in cyclohexanone (6.50 ml) is reacted in analogy to the already described reaction instructions for the synthesis of compound 20a. The subsequent purification through column chromatography (silica gel, ethyl acetate/petroleum ether 1:2) produced 768 mg (85%) of compound 20b as colorless oil. IR (film) 2900, 2830, 1710, 1650, 1590 cm−1; 1H-NMR (CDCl3) δ 8.00 (d, 8.6... Reactants: ClC1=CC=C(C=C1)C#CC1=CC=C(CNC2=CC3=C(OC(OC3=O)(C)C)C=C2)C=C1 (6-({4-[(4-chlorophenyl)ethynyl]benzyl}amino)-2,2-dimethyl-4H-1,3-benzodioxin-4-one), FC=1C=C(C(=O)Cl)C=CC1 (3-fluorobenzoyl chloride). The product is ClC1=CC=C(C=C1)C#CC1=CC=C(CN(C(C2=CC(=CC=C2)F)=O)C2=CC3=C(OC(OC3=O)(C)C)C=C2)C=C1 (N-{4-[(4-chlorophenyl)ethynyl]benzyl}-N-(2,2-dimethyl-4-oxo-4H-1,3-benzodioxin-6-yl)-3-fluorobenzamide). As a reaction SMILES: [Cl:1][C:2]1[CH:7]=[CH:6][C:5]([C:8]#[C:9][C:10]2[CH:30]=[CH:29][C:13]([CH2:14][NH:15][C:16]3[CH:28]=[CH:27][C:19]4[O:20][C:21]([CH3:26])([CH3:25])[O:22][C:23](=[O:24])[C:18]=4[CH:17]=3)=[CH:12][CH:11]=2)=[CH:4][CH:3]=1.[F:31][C:32]1[CH:33]=[C:34]([CH:38]=[CH:39][CH:40]=1)[C:35](Cl)=[O:36]>>[Cl:1][C:2]1[CH:3]=[CH:4][C:5]([C:8]#[C:9][C:10]2[CH:30]=[CH:29][C:13]([CH2:14][N:15]([C:16]3[CH:28]=[CH:27][C:19]4[O:20][C:21]([CH3:26])([CH3:25])[O:22][C:23](=[O:24])[C:18]=4[CH:17]=3)[C:35](=[O:36])[C:34]3[CH:38]=[CH:39][CH:40]=[C:32]([F:31])[CH:33]=3)=[CH:12][CH:11]=2)=[CH:6][CH:7]=1. Procedure: The titled compound was prepared following the procedure E using 6-({4-[(4-chlorophenyl)ethynyl]benzyl}amino)-2,2-dimethyl-4H-1,3-benzodioxin-4-one and 3-fluorobenzoyl chloride as a yellow oil (96%). M+ (ESI): 540.2. HPLC, Rt: 5.71 min (Purity: 97.4%).